Dataset: the Open Reaction Database (ORD), a public repository of structured organic reaction records. Task: describe an organic reaction: reactants, conditions, products, and yield The reactants are C(C(C)C)N1C=NC=2C=[N+](C=3C=CC=CC3C21)[O-] (1-isobutyl-1H-imidazo[4,5-c]quinolin-5-oxide), P(=O)(Cl)(Cl)Cl (phosphorus oxychloride). Product: ClC1=NC=2C=CC=CC2C2=C1N=CN2CC(C)C (4-chloro-1-isobutyl-1H-imidazo[4,5-c]quinoline). Reaction SMILES: [CH2:1]([N:5]1[C:17]2[C:16]3[CH:15]=[CH:14][CH:13]=[CH:12][C:11]=3[N+:10]([O-])=[CH:9][C:8]=2[N:7]=[CH:6]1)[CH:2]([CH3:4])[CH3:3].P(Cl)(Cl)([Cl:21])=O>>[Cl:21][C:9]1[C:8]2[N:7]=[CH:6][N:5]([CH2:1][CH:2]([CH3:4])[CH3:3])[C:17]=2[C:16]2[CH:15]=[CH:14][CH:13]=[CH:12][C:11]=2[N:10]=1. Reported procedure: A mixture of 9.95 g (0.0412 mole) of 1-isobutyl-1H-imidazo[4,5-c]quinolin-5-oxide (from Example 74) and 100 ml of phosphorus oxychloride was heated at its reflux temperature for 2.5 hours, and was then cooled and poured into ice with stirring. Basification (to pH 9-10) with 50% aqueous sodium hydroxide solution was followed by extraction with dichloromethane. The extracts were dried over sodium chloride and sodium bicarbonate, and then evaporated to provide a solid residue. A sample of the resid... The reactants are COC(=O)C(Cl)Cc1ccc(OCc2ccccc2)cc1, CO, [Na+], [OH-], Sc1ncc(-c2ccccc2)[nH]1. The product is COC(=O)C(Cc1ccc(OCc2ccccc2)cc1)Sc1ncc(-c2ccccc2)[nH]1. Reaction SMILES: [CH3:1][O:2][C:3]([CH:4]([CH2:5][c:6]1[cH:7][cH:8][c:9]([O:12][CH2:13][c:14]2[cH:15][cH:16][cH:17][cH:18][cH:19]2)[cH:10][cH:11]1)[Cl:20])=[O:21].[CH3:36][OH:37].[Na+:35].[OH-:34].[c:22]1(-[c:28]2[cH:29][n:30][c:31]([SH:33])[nH:32]2)[cH:23][cH:24][cH:25][cH:26][cH:27]1>>[CH3:1][O:2][C:3]([CH:4]([CH2:5][c:6]1[cH:7][cH:8][c:9]([O:12][CH2:13][c:14]2[cH:15][cH:16][cH:17][cH:18][cH:19]2)[cH:10][cH:11]1)[S:33][c:31]1[n:30][cH:29][c:28](-[c:22]2[cH:23][cH:24][cH:25][cH:26][cH:27]2)[nH:32]1)=[O:21]. The reactants are ClCCCl, CCN(C(C)C)C(C)C, ClCCl, Cl, Cl, NC1CCOc2c(CN3CCCCC3)cccc21, On1nnc2ccccc21, O=C(O)CC(NS(=O)(=O)c1ccc2ccccc2c1)c1ccccc1. Product: O=C(CC(NS(=O)(=O)c1ccc2ccccc2c1)c1ccccc1)NC1CCOc2c(CN3CCCCC3)cccc21. As a reaction SMILES: [CH2:65]([Cl:66])[CH2:67][Cl:68].[CH:56]([N:57]([CH2:58][CH3:59])[CH:60]([CH3:61])[CH3:62])([CH3:63])[CH3:64].[Cl:69][CH2:70][Cl:71].[ClH:1].[ClH:2].[N:3]1([CH2:9][c:10]2[cH:11][cH:12][cH:13][c:14]3[c:19]2[O:18][CH2:17][CH2:16][CH:15]3[NH2:20])[CH2:4][CH2:5][CH2:6][CH2:7][CH2:8]1.[OH:46][n:47]1[c:48]2[c:49]([cH:50][cH:51][cH:52][cH:53]2)[n:54][n:55]1.[cH:21]1[c:22]([S:31](=[O:32])(=[O:33])[NH:34][CH:35]([CH2:36][C:37](=[O:38])[OH:39])[c:40]2[cH:41][cH:42][cH:43][cH:44][cH:45]2)[cH:23][cH:24][c:25]2[cH:26][cH:27][cH:28][cH:29][c:30]12>>[N:3]1([CH2:9][c:10]2[cH:11][cH:12][cH:13][c:14]3[c:19]2[O:18][CH2:17][CH2:16][CH:15]3[NH:20][C:37]([CH2:36][CH:35]([NH:34][S:31]([c:22]2[cH:21][c:30]3[c:25]([cH:24][cH:23]2)[cH:26][cH:27][cH:28][cH:29]3)(=[O:32])=[O:33])[c:40]2[cH:41][cH:42][cH:43][cH:44][cH:45]2)=[O:38])[CH2:4][CH2:5][CH2:6][CH2:7][CH2:8]1. Starting materials: CCCc1ccc2c(Cl)ccnc2n1, Nc1cc(OCc2cccc(F)c2)ccc1Sc1ccc(O)cc1. Yields the product CCCc1ccc2c(Nc3cc(OCc4cccc(F)c4)ccc3Sc3ccc(O)cc3)ccnc2n1. As a reaction SMILES: [Cl:1][c:2]1[c:3]2[cH:4][cH:5][c:6]([CH2:12][CH2:13][CH3:14])[n:7][c:8]2[n:9][cH:10][cH:11]1.[NH2:15][c:16]1[c:17]([S:31][c:32]2[cH:33][cH:34][c:35]([OH:38])[cH:36][cH:37]2)[cH:18][cH:19][c:20]([O:22][CH2:23][c:24]2[cH:25][c:26]([F:30])[cH:27][cH:28][cH:29]2)[cH:21]1>>[c:2]1([NH:15][c:16]2[c:17]([S:31][c:32]3[cH:33][cH:34][c:35]([OH:38])[cH:36][cH:37]3)[cH:18][cH:19][c:20]([O:22][CH2:23][c:24]3[cH:25][c:26]([F:30])[cH:27][cH:28][cH:29]3)[cH:21]2)[c:3]2[cH:4][cH:5][c:6]([CH2:12][CH2:13][CH3:14])[n:7][c:8]2[n:9][cH:10][cH:11]1. Starting materials: C(C1=CC=CC=C1)SC=1C=C(C(NC1)=O)O (5-(benzylsulfanyl)-3-hydroxypyridin-2(1H)-one), COCOC=1C(N(C=C(C1)SCC=1C=NC(=CC1)OC)COC)=O (3-(methoxymethoxy)-1-(methoxymethyl)-5-{[(6-methoxypyridin-3-yl)methyl]sulfanyl}pyridin-2(1H)-one), COCOC=1C(N(C=C(C1)SCC=1C=NC(=CC1)OC)COC)=O (3-(methoxymethoxy)-1-(methoxymethyl)-5-{[(6-methoxypyridin-3-yl)methyl]sulfanyl}pyridin-2(1H)-one). Yields the product OC=1C(NC=C(C1)SCC=1C=NC(=CC1)OC)=O (3-Hydroxy-5-{[(6-methoxypyridin-3-yl)methyl]-sulfanyl}-pyridin-2(1H)-one). Reaction SMILES: C(SC1C=C(O)C(=O)NC=1)C1C=CC=CC=1.COC[O:20][C:21]1[C:22](=[O:40])[N:23](COC)[CH:24]=[C:25]([S:27][CH2:28][C:29]2[CH:30]=[N:31][C:32]([O:35][CH3:36])=[CH:33][CH:34]=2)[CH:26]=1>>[OH:20][C:21]1[C:22](=[O:40])[NH:23][CH:24]=[C:25]([S:27][CH2:28][C:29]2[CH:30]=[N:31][C:32]([O:35][CH3:36])=[CH:33][CH:34]=2)[CH:26]=1. Procedure: Prepared as described for 5-(benzylsulfanyl)-3-hydroxypyridin-2(1H)-one (Example 12) from 3-(methoxymethoxy)-1-(methoxymethyl)-5-{[(6-methoxypyridin-3-yl)methyl]sulfanyl}pyridin-2(1H)-one (Intermediate 30).